From a dataset of the Open Reaction Database (ORD), a public repository of structured organic reaction records. describe an organic reaction: reactants, conditions, products, and yield Starting materials: COC(C[C@@H]1COC2=C1C=CC(=C2)O[C@@H]2CCC1=C(C=CC(=C21)F)O)=O ({(S)-6-[(R)-7-fluoro-4-hydroxy-indan-1-yloxy]-2,3-dihydro-benzofuran-3-yl}-acetic acid methyl ester), COC=1C=C(C=CC1)B(O)O (3-methoxy-phenylboronic acid), Intermediate 6. The product is COC(C[C@@H]1COC2=C1C=CC(=C2)O[C@@H]2CCC1=C(C=CC(=C21)F)OC2=CC(=CC=C2)OC)=O ({(S)-6-[(R)-7-Fluoro-4-(3-methoxy-phenoxy)-indan-1-yloxy]-2,3-dihydro-benzofuran-3-yl}-acetic acid methyl ester). Reaction SMILES: [CH3:1][O:2][C:3](=[O:26])[CH2:4][C@H:5]1[C:9]2[CH:10]=[CH:11][C:12]([O:14][C@H:15]3[C:23]4[C:18](=[C:19]([OH:25])[CH:20]=[CH:21][C:22]=4[F:24])[CH2:17][CH2:16]3)=[CH:13][C:8]=2[O:7][CH2:6]1.[CH3:27][O:28][C:29]1[CH:30]=[C:31](B(O)O)[CH:32]=[CH:33][CH:34]=1>>[CH3:1][O:2][C:3](=[O:26])[CH2:4][C@H:5]1[C:9]2[CH:10]=[CH:11][C:12]([O:14][C@H:15]3[C:23]4[C:18](=[C:19]([O:25][C:33]5[CH:32]=[CH:31][CH:30]=[C:29]([O:28][CH3:27])[CH:34]=5)[CH:20]=[CH:21][C:22]=4[F:24])[CH2:17][CH2:16]3)=[CH:13][C:8]=2[O:7][CH2:6]1. Procedure details: The title compound is prepared from {(S)-6-[(R)-7-fluoro-4-hydroxy-indan-1-yloxy]-2,3-dihydro-benzofuran-3-yl}-acetic acid methyl ester and 3-methoxy-phenylboronic acid following a procedure analogous to that described for Intermediate 6. LC (method 3): tR=0.82 min; Mass spectrum (ESI+): m/z=487 [M+Na]+. Starting materials: CC(C)(C1SCCS1)C1=CC=C(C=C1)OC (4-[1-Methyl-1-(1,3-dithiolan-2-yl)ethyl]anisole), COC(Cl)Cl (dichloromethyl methyl ether), O (water). Reagents/catalysts: Cl[Ti](Cl)(Cl)Cl (TiCl4). Run in ClCl (Cl2), C(Cl)Cl (CH2Cl2). Reaction conditions: temperature -60 celsius, time 3 minute. Yields the product COC1=C(C=O)C=C(C=C1)C(C)(C)C1SCCS1 (2-Methoxy-5-[1-(1,3-dithiolan-2-yl)-1-methylethyl]benzaldehyde). Yield: 30.5%. As a reaction SMILES: [CH3:1][C:2]([C:9]1[CH:14]=[CH:13][C:12]([O:15][CH3:16])=[CH:11][CH:10]=1)([CH:4]1[S:8][CH2:7][CH2:6][S:5]1)[CH3:3].[CH3:17][O:18]C(Cl)Cl.O>ClCl.C(Cl)Cl.Cl[Ti](Cl)(Cl)Cl>[CH3:16][O:15][C:12]1[CH:13]=[CH:14][C:9]([C:2]([CH:4]2[S:5][CH2:6][CH2:7][S:8]2)([CH3:1])[CH3:3])=[CH:10][C:11]=1[CH:17]=[O:18]. Reported procedure: To a stirred solution of Compound 80 (0.254 g, 1 mmol) in dry CH2 Cl2 (5 ml) was added a solution of TiCl4 in CH2Cl2 (1M, 3 ml) with cooling (-60° C.). After 3 min., to this was added dichloromethyl methyl ether (0.46 g, 4 mmol) dropwise. The reaction mixture was stirred at same temperature for 1 hr. The mixture was poured into water and stirred at room temperature for 15 min. The organic layer was separated and the aqueous layer was extracted with Et2O (50 ml×2). The combined solution was washe... The reactants are C[C@H]1/C=C\C=C(/C(=O)NC2=C(C3=C(C(=C4C(=C3C(=O)C2=O)C(=O)[C@](O4)(O/C=C\[C@@H]([C@H]([C@H]([C@@H]([C@@H]([C@@H]([C@H]1O)C)O)C)OC(=O)C)C)OC)C)C)O)O)\C (3-hydroxyrifamycin S), C(Cl)(Cl)Cl (chloroform), C(C)(=O)OCC (ethyl acetate). Solvent: CO (methanol), CC(=O)C (acetone), CO (methanol), CC(=O)C (acetone), O (water), C1(=CC=CC=C1)C (toluene). Product: C[C@@H]1[C@H](/C=C\O[C@@]2(C(=O)C3=C4C(=C(C(=C3O2)C)O)C(=C(C(=O)C4=O)NC(=O)/C(=C\C=C/[C@@H]([C@@H]([C@H]([C@H]([C@H]([C@@H]1OC(=O)C)C)O)C)O)CO)/C)O)C)OC (3,31-Dihydroxyrifamycin S). As a reaction SMILES: [CH3:1][C@@H:2]1[C@H:35]([OH:36])[C@@H:34]([CH3:37])[C@@H:33]([OH:38])[C@@H:32]([CH3:39])[C@H:31]([O:40][C:41]([CH3:43])=[O:42])[C@H:30]([CH3:44])[C@@H:29]([O:45][CH3:46])[CH:28]=[CH:27][O:26][C@@:24]2([CH3:47])[O:25][C:15]3[C:16]([C:22]2=[O:23])=[C:17]2[C:18]([C:20](=[O:21])[C:10](=[C:11]([OH:50])[C:12]2=[C:13]([OH:49])[C:14]=3[CH3:48])[NH:9][C:7](=[O:8])[C:6]([CH3:51])=[CH:5][CH:4]=[CH:3]1)=[O:19].C(Cl)(Cl)Cl.C(OCC)(=[O:58])C>CO.CC(C)=O.C1(C)C=CC=CC=1.O>[CH3:44][C@H:30]1[C@@H:31]([O:40][C:41]([CH3:43])=[O:42])[C@H:32]([CH3:39])[C@H:33]([OH:38])[C@H:34]([CH3:37])[C@@H:35]([OH:36])[C@@H:2]([CH2:1][OH:58])[CH:3]=[CH:4][CH:5]=[C:6]([CH3:51])[C:7](=[O:8])[NH:9][C:10]2[C:20]([C:18](=[O:19])[C:17]3[C:12]([C:11]=2[OH:50])=[C:13]([OH:49])[C:14]([CH3:48])=[C:15]2[O:25][C@@:24]([CH3:47])([C:22]([C:16]=32)=[O:23])[O:26][CH:27]=[CH:28][C@@H:29]1[O:45][CH3:46])=[O:21]. Procedure details: In order to manufacture small quantities of 3-hydroxyrifamycin S in pure form, it is advantageous to use preparative thin-layer chromatography; suitable eluants for this purpose are, for example, silica gel thin-layer plates (like the above-mentioned plates F 254) and a mixture of chloroform and methanol (4:1 or 6:1), or of ethyl acetate, acetone and water (72:24:4) or of toluene, acetone and methanol (5:3:2). 3,31-Dihydroxyrifamycin S and 1-desoxy-1-oxarifamycin S are obtained in pure form in a... Starting materials: C(C)(C)(C)OC(N[C@@H](C)C1=NC2=C(N1C=1C=NC(=CC1)OC)C=C(C=C2)F)=O ({(S)-1-[6-fluoro-1-(6-methoxypyridin-3-yl)-1H-benzoimidazol-2-yl]ethyl}carbamic acid tert-butyl ester). The solvent is C(Cl)Cl (DCM), C(=O)(C(F)(F)F)O (TFA). Conditions: time 2 hour. The product is FC=1C=CC2=C(N(C(=N2)[C@H](C)N)C=2C=NC(=CC2)OC)C1 ((S)-1-[6-fluoro-1-(6-methoxypyridin-3-yl)-1H-benzoimidazol-2-yl]ethylamine). Isolated yield 92.3%. Reaction SMILES: C(OC(=O)[NH:7][C@H:8]([C:10]1[N:14]([C:15]2[CH:16]=[N:17][C:18]([O:21][CH3:22])=[CH:19][CH:20]=2)[C:13]2[CH:23]=[C:24]([F:27])[CH:25]=[CH:26][C:12]=2[N:11]=1)[CH3:9])(C)(C)C>C(Cl)Cl.C(O)(C(F)(F)F)=O>[F:27][C:24]1[CH:25]=[CH:26][C:12]2[N:11]=[C:10]([C@@H:8]([NH2:7])[CH3:9])[N:14]([C:15]3[CH:16]=[N:17][C:18]([O:21][CH3:22])=[CH:19][CH:20]=3)[C:13]=2[CH:23]=1. Procedure: A mixture of {(S)-1-[6-fluoro-1-(6-methoxypyridin-3-yl)-1H-benzoimidazol-2-yl]ethyl}carbamic acid tert-butyl ester (52 mg, 0.14 mmol) in DCM (3 mL) and TFA (1 mL) was stirred at RT for 2 h. The crude reaction mixture was loaded onto an Isolute® SCX-2 cartridge and washed with MeOH followed by 2M NH3/MeOH. The basic fractions were combined and concentrated in vacuo to afford (S)-1-[6-fluoro-1-(6-methoxypyridin-3-yl)-1H-benzoimidazol-2-yl]ethylamine as a pink oil (37 mg, 96%). LCMS (Method C): RT ... The reagents and catalysts are CCCC[N+](CCCC)(CCCC)CCCC.[Br-] (TBAB). Yields the product C(C1=CC=CC=C1)N1C(=NC2=C(C1=O)C1=C(S2)C(=C(CC1)C=O)OC1=CC=CC=C1)C1=CC(=C(C(=C1)OC)OC)OC (3-Benzyl-4-oxo-8-phenoxy-2-(3,4,5-trimethoxyphenyl )-3,4,5,6-tetrahydro-benzo[4,5]thieno[2,3-d]pyrimidine-7-carbaldehyde). Reactants: C1(=CC=CC=C1)O (phenol), [OH-].[K+] (KOH), C(C1=CC=CC=C1)N1C(=NC2=C(C1=O)C1=C(S2)C(=C(CC1)C=O)Cl)C1=CC(=C(C(=C1)OC)OC)OC (3-Benzyl-8-chloro-4-oxo-2-(3,4,5-trimethoxyphenyl)-3,4,5,6-tetrahydro-benzo[4,5]thieno[2,3-d]pyrimidine-7-carbaldehyde). Procedure details: 3-Benzyl-8-chloro-4-oxo-2-(3,4,5-trimethoxyphenyl)-3,4,5,6-tetrahydro-benzo[4,5]thieno[2,3-d]pyrimidine-7-carbaldehyde (Compound No. 3) (50 mg, 96 μmol), phenol (13.5 mg, 143.4 μmol), KOH powder (8.0 mg, 143.4 μmol) and TBAB (1.0 mg) were heated at 85° C. for five hours and at 60° C. for 4.5 hours. The reaction mixture was filtered through cotton wool and evaporated. The crude product was purified by flash-chromatography. The compound No. 5 was isolated as a by-product. RXN SMILES: [CH2:1]([N:8]1[C:13](=[O:14])[C:12]2[C:15]3[CH2:21][CH2:20][C:19]([CH:22]=[O:23])=[C:18](Cl)[C:16]=3[S:17][C:11]=2[N:10]=[C:9]1[C:25]1[CH:30]=[C:29]([O:31][CH3:32])[C:28]([O:33][CH3:34])=[C:27]([O:35][CH3:36])[CH:26]=1)[C:2]1[CH:7]=[CH:6][CH:5]=[CH:4][CH:3]=1.[C:37]1([OH:43])[CH:42]=[CH:41][CH:40]=[CH:39][CH:38]=1.[OH-].[K+]>CCCC[N+](CCCC)(CCCC)CCCC.[Br-]>[CH2:1]([N:8]1[C:13](=[O:14])[C:12]2[C:15]3[CH2:21][CH2:20][C:19]([CH:22]=[O:23])=[C:18]([O:43][C:37]4[CH:42]=[CH:41][CH:40]=[CH:39][CH:38]=4)[C:16]=3[S:17][C:11]=2[N:10]=[C:9]1[C:25]1[CH:30]=[C:29]([O:31][CH3:32])[C:28]([O:33][CH3:34])=[C:27]([O:35][CH3:36])[CH:26]=1)[C:2]1[CH:7]=[CH:6][CH:5]=[CH:4][CH:3]=1 |f:2.3,4.5|.